This data is from the Open Reaction Database (ORD), a public repository of structured organic reaction records. The task is: describe an organic reaction: reactants, conditions, products, and yield The reactants are ClC1=CC=C(C=N1)C(C(C(=O)OCC)CC1=CC=C(C=C1)C(F)(F)F)O (ethyl(2RS,3RS)-3-(6-chloro-3-pyridyl)-3-hydroxy-2-((4-(trifluoromethyl)phenyl)methyl)propionate), [OH-].[Na+] (sodium hydroxide), C(O)([O-])=O.[Na+] (sodium hydrogen carbonate), Cl (hydrochloric acid). The solvent is CO (methanol). Run at time 8 hour. Yields the product ClC1=CC=C(C=N1)C(C(C(=O)O)CC1=CC=C(C=C1)C(F)(F)F)O ((2RS,3RS)-3-(6-chloro-3-pyridyl)-3-hydroxy-2-((4-(trifluoromethyl)phenyl)methyl)propionic acid). Yield: 88.7%. Reaction SMILES: [Cl:1][C:2]1[N:7]=[CH:6][C:5]([CH:8]([OH:26])[CH:9]([CH2:15][C:16]2[CH:21]=[CH:20][C:19]([C:22]([F:25])([F:24])[F:23])=[CH:18][CH:17]=2)[C:10]([O:12]CC)=[O:11])=[CH:4][CH:3]=1.[OH-].[Na+].Cl.C(=O)([O-])O.[Na+]>CO>[Cl:1][C:2]1[N:7]=[CH:6][C:5]([CH:8]([OH:26])[CH:9]([CH2:15][C:16]2[CH:21]=[CH:20][C:19]([C:22]([F:23])([F:24])[F:25])=[CH:18][CH:17]=2)[C:10]([OH:12])=[O:11])=[CH:4][CH:3]=1 |f:1.2,4.5|. Procedure: To a solution of ethyl(2RS,3RS)-3-(6-chloro-3-pyridyl)-3-hydroxy-2-((4-(trifluoromethyl)phenyl)methyl)propionate (9.0 g, 23.2 mmol) in methanol (23 ml) was added 2N aqueous sodium hydroxide solution (23.2 ml, 46.4 mmol), and the mixture was stirred overnight at room temperature. The reaction solution was acidified with 1N hydrochloric acid, and saturated aqueous sodium hydrogen carbonate was added to adjust the pH to 8. The mixture was extracted with ethyl acetate (200 ml×2). The extract was was... The reactants are CNC (dimethylamine), BrCCCCC#N (5-bromo-pentanenitrile). Run in [OH-].[Na+] (sodium hydroxide). Reaction conditions: time 24 hour. Yields the product CN(CCCCC#N)C (5-(dimethylamino)-pentanenitrile). RXN SMILES: [CH3:1][NH:2][CH3:3].Br[CH2:5][CH2:6][CH2:7][CH2:8][C:9]#[N:10]>[OH-].[Na+]>[CH3:1][N:2]([CH3:3])[CH2:5][CH2:6][CH2:7][CH2:8][C:9]#[N:10] |f:2.3|. Reported procedure: A mixture of dimethylamine (4 mL, 40% in water) and 5-bromo-pentanenitrile (2.3 mL, 20 mmol) is stirred for 24 h. The resulting reaction mixture is diluted with sodium hydroxide solution (10 mL, 5M) and extracted with ether. The ether extract is dried over K2CO3 and concentrated under reduced pressure to give an oil (1.5 g) which is used without further purification. Reactants: ClC1=NS(C2=C(N1)C=CC(=C2)Cl)(=O)=O (3,7-dichloro-4H-1,2,4-benzothiadiazine 1,1-dioxide), CC(CCCC(C)C)N (1,5-dimethylhexylamine), example 21. Product: ClC1=CC2=C(NC(=NS2(=O)=O)NC(CCCC(C)C)C)C=C1 (7-Chloro-3-(1,5-dimethylhexyl)amino-4H-1,2,4-benzothiadiazine 1,1-dioxide). RXN SMILES: Cl[C:2]1[NH:7][C:6]2[CH:8]=[CH:9][C:10]([Cl:12])=[CH:11][C:5]=2[S:4](=[O:14])(=[O:13])[N:3]=1.[CH3:15][CH:16]([NH2:23])[CH2:17][CH2:18][CH2:19][CH:20]([CH3:22])[CH3:21]>>[Cl:12][C:10]1[CH:9]=[CH:8][C:6]2[NH:7][C:2]([NH:23][CH:16]([CH3:15])[CH2:17][CH2:18][CH2:19][CH:20]([CH3:22])[CH3:21])=[N:3][S:4](=[O:14])(=[O:13])[C:5]=2[CH:11]=1. Procedure: Starting from 3,7-dichloro-4H-1,2,4-benzothiadiazine 1,1-dioxide (300 mg; 1.19 mmol) and 1,5-dimethylhexylamine (1 g; 7.73 mmol) and with the use of same procedure as in example 21 260 mg (63.5%) of the title compound was prepared; m.p. >220° C.; 1H-NMR (DMSO-d6) ppm; 10.50 (s, 1H, NH), 7.68 (d, 1H, H-8), 7.63 (dd, 1H, H-5), 7.25 (d, 1H, H-7), 7.1 (br, 1H, NH), 3.85 (q, 1H, CH), 1.5 (m, 4H ), 1.35 (m, 3H ), 1.15 (d, 3H, CH3), 0.85 (d, 6H, 2×CH3). Reactants: OS(=O)(=O)O (H2SO4), FC1=C(C=CC(=C1)F)[N+](=O)[O-] (2,4-difluoronitrobenzene), FC(CO)(F)F (2,2,2-trifluoroethanol), [OH-].[Na+] (sodium hydroxide). Run in O (water), C1(=CC=CC=C1)C (toluene). Reaction conditions: temperature 47.5 celsius, time 30 minute. Yields the product FC1=CC(=C(C=C1)[N+](=O)[O-])OCC(F)(F)F (4-Fluoro-1-nitro-2-(2,2,2-trifluoro-ethoxy)-benzene). As a reaction SMILES: F[C:2]1[CH:7]=[C:6]([F:8])[CH:5]=[CH:4][C:3]=1[N+:9]([O-:11])=[O:10].[F:12][C:13]([F:17])([F:16])[CH2:14][OH:15].[OH-].[Na+].OS(O)(=O)=O>C1(C)C=CC=CC=1.O>[F:8][C:6]1[CH:5]=[CH:4][C:3]([N+:9]([O-:11])=[O:10])=[C:2]([O:15][CH2:14][C:13]([F:17])([F:16])[F:12])[CH:7]=1 |f:2.3|. Reported procedure: To a solution of 2,4-difluoronitrobenzene (300.0 g, 1.89 mol) and 2,2,2-trifluoroethanol (245.0 g, 2.45 mol) in toluene (600 mL) was added sodium hydroxide (90.5 g, 2.26 mol) in portions over 30 min to keep the temperature between 30 and 40° C. After the temperature had dropped to 30° C., the reaction mixture was heated to 45-50° C. using an oil bath for additional 16 h. After cooling, water (500 mL) and 2.5 N H2SO4 (200-300 mL, for adjustment of pH to 5) were added and the organic layer was sep...